From a dataset of the Open Reaction Database (ORD), a public repository of structured organic reaction records. describe an organic reaction: reactants, conditions, products, and yield The reactants are CC1(C)CCc2c(N)cccc21, [Cl-], Cc1nc(Cl)sc1C(=O)O, C1CCOC1, O, c1ccncc1. The product is Cc1nc(Cl)sc1C(=O)Nc1cccc2c1CCC2(C)C. As a reaction SMILES: [CH3:1][C:2]1([CH3:12])[CH2:3][CH2:4][c:5]2[c:6]([NH2:11])[cH:7][cH:8][cH:9][c:10]21.[Cl-:19].[Cl:20][c:21]1[s:22][c:23]([C:27](=[O:28])[OH:29])[c:24]([CH3:26])[n:25]1.[O:31]1[CH2:32][CH2:33][CH2:34][CH2:35]1.[OH2:30].[cH:13]1[cH:14][cH:15][n:16][cH:17][cH:18]1>>[CH3:1][C:2]1([CH3:12])[CH2:3][CH2:4][c:5]2[c:6]([NH:11][C:27]([c:23]3[s:22][c:21]([Cl:20])[n:25][c:24]3[CH3:26])=[O:28])[cH:7][cH:8][cH:9][c:10]21. Reactants: ClC=1N=C2N3C(CNCC3=CC2=CC1OCC)C (6-Chloro-7-ethoxy-4-methyl-1,2,3,4-tetrahydro-2,4a,5-triaza-fluorene), C(C)(C)(C)OC(=O)N1C[C@H]2CC3=CC(=C(N=C3N2[C@@H](C1)C)[C@H](C)OC)CO ((4R,9aR)-7-hydroxymethyl-6-(1-(S)-methoxy-ethyl)-4-methyl-3,4,9,9a-tetrahydro-1H-2,4a,5-triaza-fluorene-2-carboxylic acid tert-butyl ester), [H-].[Na+] (sodium hydride), CI (methyl iodide). Yields the product C(C)(C)(C)OC(=O)N1C[C@H]2CC3=CC(=C(N=C3N2[C@@H](C1)C)[C@H](C)OC)COC ((4R,9aR)-6-(1-(S)-Methoxy-ethyl)-7-methoxymethyl-4-methyl-3,4,9,9a-tetrahydro-1H-2,4a,5-triaza-fluorene-2-carboxylic acid tert-butyl ester). As a reaction SMILES: Cl[C:2]1N=C2C(=CC=1OCC)C=C1N2C(C)CNC1.[C:19]([O:23][C:24]([N:26]1[CH2:38][C@@H:37]([CH3:39])[N:36]2[C@H:28]([CH2:29][C:30]3[C:35]2=[N:34][C:33]([C@@H:40]([O:42][CH3:43])[CH3:41])=[C:32]([CH2:44][OH:45])[CH:31]=3)[CH2:27]1)=[O:25])([CH3:22])([CH3:21])[CH3:20].[H-].[Na+].CI>>[C:19]([O:23][C:24]([N:26]1[CH2:38][C@@H:37]([CH3:39])[N:36]2[C@H:28]([CH2:29][C:30]3[C:35]2=[N:34][C:33]([C@@H:40]([O:42][CH3:43])[CH3:41])=[C:32]([CH2:44][O:45][CH3:2])[CH:31]=3)[CH2:27]1)=[O:25])([CH3:22])([CH3:21])[CH3:20] |f:2.3|. Reported procedure: This compound was prepared in analogy to example 1, intermediate d) from (4R,9aR)-7-hydroxymethyl-6-(1-(S)-methoxy-ethyl)-4-methyl-3,4,9,9a-tetrahydro-1H-2,4a,5-triaza-fluorene-2-carboxylic acid tert-butyl ester, sodium hydride and methyl iodide. The reactants are COC1=CC=C(C(=N1)N1C(=NC(=C1)C)CCC)[N+](=O)[O-] (6-methoxy-2-(4-methyl-2-propyl-imidazol-1-yl)-3-nitro-pyridine). Solvent: C(C)O (ethyl alcohol). Reaction conditions: temperature 40 celsius, time 30 minute. Yields the product NC=1C(=NC(=CC1)OC)N1C(=NC(=C1)C)CCC (3-amino-6-methoxy-2-(4-methyl-2-propyl-imidazol-1-yl)-pyridine). RXN SMILES: [CH3:1][O:2][C:3]1[N:8]=[C:7]([N:9]2[CH:13]=[C:12]([CH3:14])[N:11]=[C:10]2[CH2:15][CH2:16][CH3:17])[C:6]([N+:18]([O-])=O)=[CH:5][CH:4]=1>C(O)C>[NH2:18][C:6]1[C:7]([N:9]2[CH:13]=[C:12]([CH3:14])[N:11]=[C:10]2[CH2:15][CH2:16][CH3:17])=[N:8][C:3]([O:2][CH3:1])=[CH:4][CH:5]=1. Reported procedure: To a solution prepared of 138.2 g 6-methoxy-2-(4-methyl-2-propyl-imidazol-1-yl)-3-nitro-pyridine and 900 ml ethyl alcohol 4 g palladium-charcoal were added. The reaction mixture was heated to 40° C. and then hydrogenated under pressure (10 to 15 bar). At room temperature the catalyst was filtrated off and the filtrate was evaporated. To the solid residue 150 ml methyl tert.-butyl ether (MTBE) were added. After stirring for 30 minutes the product was collected by filtration, washed with 50 ml MTB... Reactants: COC(C(C)OC1=CC(=C(C=C1)Br)OC)=O ((±)-2-(4-Bromo-3-methoxy-phenoxy)-propionic acid methyl ester), C1(CCCCC1)P(C1=C(C=CC=C1)C1=C(C=CC=C1OC)OC)C1CCCCC1 (2-dicyclohexylphosphino-2′,6′-dimethoxybiphenyl), C(C1=CC=CC=C1)OC(=O)N1CC2=C(C=CC(=C2CC1)F)B1OC(C(O1)(C)C)(C)C (5-fluoro-8-(4,4,5,5-tetramethyl-[1,3,2]dioxaborolan-2-yl)-3,4-dihydro-1H-isoquinoline-2-carboxylic acid benzyl ester), P(=O)([O-])([O-])[O-].[K+].[K+].[K+] (potassium phosphate). The reagents and catalysts are C(C)(=O)[O-].[Pd+2].C(C)(=O)[O-] (palladium (II) acetate). The solvent is C1(=CC=CC=C1)C (toluene), C1(=CC=CC=C1)C (toluene), O (water). Conditions: temperature 100 celsius, time 2 day. The product is C(C1=CC=CC=C1)OC(=O)N1CC2=C(C=CC(=C2CC1)F)C1=C(C=C(C=C1)OC(C)C(=O)OC)OC ((±)-5-Fluoro-8-[2-methoxy-4-(1-methoxycarbonyl-ethoxy)-phenyl]-3,4-dihydro-1H-isoquinoline-2-carboxylic acid benzyl ester). RXN SMILES: C1(P(C2CCCCC2)C2C=CC=CC=2C2C(OC)=CC=CC=2OC)CCCCC1.[CH2:30]([O:37][C:38]([N:40]1[CH2:49][CH2:48][C:47]2[C:42](=[C:43](B3OC(C)(C)C(C)(C)O3)[CH:44]=[CH:45][C:46]=2[F:50])[CH2:41]1)=[O:39])[C:31]1[CH:36]=[CH:35][CH:34]=[CH:33][CH:32]=1.P([O-])([O-])([O-])=O.[K+].[K+].[K+].[CH3:68][O:69][C:70](=[O:83])[CH:71]([O:73][C:74]1[CH:79]=[CH:78][C:77](Br)=[C:76]([O:81][CH3:82])[CH:75]=1)[CH3:72]>C1(C)C=CC=CC=1.O.C([O-])(=O)C.[Pd+2].C([O-])(=O)C>[CH2:30]([O:37][C:38]([N:40]1[CH2:49][CH2:48][C:47]2[C:42](=[C:43]([C:77]3[CH:78]=[CH:79][C:74]([O:73][CH:71]([C:70]([O:69][CH3:68])=[O:83])[CH3:72])=[CH:75][C:76]=3[O:81][CH3:82])[CH:44]=[CH:45][C:46]=2[F:50])[CH2:41]1)=[O:39])[C:31]1[CH:36]=[CH:35][CH:34]=[CH:33][CH:32]=1 |f:2.3.4.5,9.10.11|. Procedure: A mixture under N2 of palladium (II) acetate (0.4 mg, 2 μmol, 0.01 eq.), 2-dicyclohexylphosphino-2′,6′-dimethoxybiphenyl (1.7 mg, 4 μmol, 0.02 eq.), 5-fluoro-8-(4,4,5,5-tetramethyl-[1,3,2]dioxaborolan-2-yl)-3,4-dihydro-1H-isoquinoline-2-carboxylic acid benzyl ester (95 mg, 0.20 mmol, 1.00 eq.) and potassium phosphate (85 mg, 0.40 mmol, 2.00 eq.) in toluene (0.6 mL) and water (0.035 mL) was stirred at r.t. for 2 min. A solution of (±)-2-(4-Bromo-3-methoxy-phenoxy)-propionic acid methyl ester (58 ...